Dataset: the Open Reaction Database (ORD), a public repository of structured organic reaction records. Task: describe an organic reaction: reactants, conditions, products, and yield Procedure details: 190 mg of 3-chlorobenzoic acid, 205 mg of 1-hydroxybenzotriazole hydrate, 287 mg of 1-(3dimethylaminopropyl)-3-ethylcarbodiimide hydrochloride in 4 ml of dichloromethane are mixed together, 280 mg of the product obtained in Stage 1 of Example 7 is added and the reaction medium is agitated for 5 hours and 30 minutes at ambient temperature. Water is added, followed by extracting with methylene chloride, drying, evaporating the solvents, recrystallizing from ether, separating, drying and 334 mg of ... Solvent: ClCCl (dichloromethane), O (Water). Conditions: time 30 minute. RXN SMILES: [Cl:1][C:2]1[CH:3]=[C:4]([CH:8]=[CH:9][CH:10]=1)[C:5]([OH:7])=O.O.ON1C2C=CC=CC=2N=N1.Cl.CN(C)CCCN=C=NCC.[NH2:34][CH2:35][CH2:36][NH:37][C:38]1[N:46]=[C:45]([Cl:47])[N:44]=[C:43]2[C:39]=1[N:40]=[CH:41][N:42]2[CH:48]1[CH2:52][CH2:51][CH2:50][CH2:49]1>ClCCl.O>[Cl:1][C:2]1[CH:3]=[C:4]([CH:8]=[CH:9][CH:10]=1)[C:5]([NH:34][CH2:35][CH2:36][NH:37][C:38]1[N:46]=[C:45]([Cl:47])[N:44]=[C:43]2[C:39]=1[N:40]=[CH:41][N:42]2[CH:48]1[CH2:52][CH2:51][CH2:50][CH2:49]1)=[O:7] |f:1.2,3.4|. Yields the product ClC=1C=C(C(=O)NCCNC2=C3N=CN(C3=NC(=N2)Cl)C2CCCC2)C=CC1 (3-chloro-N-[2-[(2-chloro-9-cyclopentyl-9H-purin-6-yl)-amino]-ethyl]-benzamide). Reactants: NCCNC1=C2N=CN(C2=NC(=N1)Cl)C1CCCC1 (N-(2-aminoethyl)-2-chloro-9-cyclopentyl-9H-purin-6-amine), ClC=1C=C(C(=O)O)C=CC1 (3-chlorobenzoic acid), O.ON1N=NC2=C1C=CC=C2 (1-hydroxybenzotriazole hydrate), Cl.CN(CCCN=C=NCC)C (1-(3dimethylaminopropyl)-3-ethylcarbodiimide hydrochloride).